Task: describe an organic reaction: reactants, conditions, products, and yield. Dataset: the Open Reaction Database (ORD), a public repository of structured organic reaction records The reactants are [Si](C)(C)(C(C)(C)C)OC1=CC=C(C=C1)C1(CN(CC1)C(C1=CC(=C(C(=C1)OC)OC)OC)=O)CCCS(=O)(=O)[O-] (2-[3-[4-(tert-butyldimethylsilyloxy)-phenyl]-1-(3,4,5-trimethoxy-benzoyl)-pyrrolidin-3-yl]-ethyl-methanesulfonate), Cl.C1(=CC=CC=C1)C1(CCNCC1)C(=O)N (4-phenyl-piperidine-4-carboxylic acid amide hydrochloride). Product: OC1=CC=C(C=C1)C1(CN(CC1)C(C1=CC(=C(C(=C1)OC)OC)OC)=O)CCN1CCC(CC1)(C(=O)N)C1=CC=CC=C1 (1-[2-[3-(4-hydroxy-phenyl)-1-(3,4,5-trimethoxy-benzoyl)-pyrrolidin-3-yl]-ethyl]-4-phenyl-piperidine-4-carboxylic acid amide). RXN SMILES: [Si]([O:8][C:9]1[CH:14]=[CH:13][C:12]([C:15]2([CH2:34][CH2:35]CS([O-])(=O)=O)[CH2:19][CH2:18][N:17]([C:20](=[O:33])[C:21]3[CH:26]=[C:25]([O:27][CH3:28])[C:24]([O:29][CH3:30])=[C:23]([O:31][CH3:32])[CH:22]=3)[CH2:16]2)=[CH:11][CH:10]=1)(C(C)(C)C)(C)C.Cl.[C:42]1([C:48]2([C:54]([NH2:56])=[O:55])[CH2:53][CH2:52][NH:51][CH2:50][CH2:49]2)[CH:47]=[CH:46][CH:45]=[CH:44][CH:43]=1>>[OH:8][C:9]1[CH:14]=[CH:13][C:12]([C:15]2([CH2:34][CH2:35][N:51]3[CH2:50][CH2:49][C:48]([C:42]4[CH:43]=[CH:44][CH:45]=[CH:46][CH:47]=4)([C:54]([NH2:56])=[O:55])[CH2:53][CH2:52]3)[CH2:19][CH2:18][N:17]([C:20](=[O:33])[C:21]3[CH:26]=[C:25]([O:27][CH3:28])[C:24]([O:29][CH3:30])=[C:23]([O:31][CH3:32])[CH:22]=3)[CH2:16]2)=[CH:11][CH:10]=1 |f:1.2|. Procedure details: Prepare by the method of example 3.3 using 2-[3-[4-(tert-butyldimethylsilyloxy)-phenyl]-1-(3,4,5-trimethoxy-benzoyl)-pyrrolidin-3-yl]-ethyl-methanesulfonate (8 mmol) and 4-phenyl-piperidine-4-carboxylic acid amide hydrochloride (12 mmol). Chromatograph on silica gel to give the title compound. Starting materials: ClC1=C(C=NC(=C1)Cl)N (4,6-dichloropyridin-3-amine), C([O-])([O-])=O.[Na+].[Na+] (sodium carbonate), C(=S)(Cl)Cl (thiophosgene). Solvent: C(Cl)Cl (DCM). Conditions: time 8 hour. The product is ClC1=NC=C(C(=C1)Cl)N=C=S (2,4-dichloro-5-isothiocyanatopyridine). As a reaction SMILES: [Cl:1][C:2]1[CH:7]=[C:6]([Cl:8])[N:5]=[CH:4][C:3]=1[NH2:9].C(=O)([O-])[O-].[Na+].[Na+].[C:16](Cl)(Cl)=[S:17]>C(Cl)Cl>[Cl:8][C:6]1[CH:7]=[C:2]([Cl:1])[C:3]([N:9]=[C:16]=[S:17])=[CH:4][N:5]=1 |f:1.2.3|. Procedure details: To a stirring slurry of 4,6-dichloropyridin-3-amine (2.00 g, 12 mmol) and sodium carbonate (3.4 g, 32 mmol) in 10 mL DCM was added thiophosgene (1.2 mL, 16 mmol). The orange mixture was sealed and allowed to stir at ambient temperature overnight. The reaction mixture was filtered, rinsing with DCM, and the filtrate concentrated in vacuo to give 2,4-dichloro-5-isothiocyanatopyridine as an orange solid. MS (ESD m/z: calculated: 203.9; Observed: 204.9 (M++1). Reactants: [Si](C)(C)(C(C)(C)C)N1C([C@H]([C@H]1C#C[Si](C)(C)C)[C@@H](C)O)=O (Cis-1-(tert-butyldimethylsilyl)-3-[(R)-1-hydroxyethyl]-4-trimethylsilylethynyl-2-azetidinone). Reagents/catalysts: [O-2].[O-2].[Mn+4] (manganese dioxide). The solvent is C(C)(=O)OCC (ethyl acetate). Conditions: temperature 25 celsius, time 5 hour. The product is C(C)(=O)[C@@H]1C(N([C@H]1C#C[Si](C)(C)C)[Si](C)(C)C(C)(C)C)=O (trans-3-acetyl-1-(tert-butyldimethylsilyl)-4-trimethylsilylethynyl-2-azetidinone). The yield is 93.9%. RXN SMILES: [Si:1]([N:8]1[C@H:11]([C:12]#[C:13][Si:14]([CH3:17])([CH3:16])[CH3:15])[C@H:10]([C@H:18]([OH:20])[CH3:19])[C:9]1=[O:21])([C:4]([CH3:7])([CH3:6])[CH3:5])([CH3:3])[CH3:2]>C(OCC)(=O)C.[O-2].[O-2].[Mn+4]>[C:18]([C@H:10]1[C@H:11]([C:12]#[C:13][Si:14]([CH3:16])([CH3:15])[CH3:17])[N:8]([Si:1]([C:4]([CH3:7])([CH3:6])[CH3:5])([CH3:3])[CH3:2])[C:9]1=[O:21])(=[O:20])[CH3:19] |f:2.3.4|. Reported procedure: Cis-1-(tert-butyldimethylsilyl)-3-[(R)-1-hydroxyethyl]-4-trimethylsilylethynyl-2-azetidinone (0.15 g) is dissolved in ethyl acetate (20 ml), and 5 g of activated manganese dioxide is added, followed by stirring at 25° C. for 5 hours. The manganese dioxide is filtered off and the filtrate is concentrated to give trans-3-acetyl-1-(tert-butyldimethylsilyl)-4-trimethylsilylethynyl-2-azetidinone (0.14 g). Starting materials: CCCCC, c1ccc(Oc2ccccc2)cc1, COc1ccc2ncc(C(=O)O)c(O)c2c1. Yields the product COc1ccc2nccc(O)c2c1. RXN SMILES: [CH3:17][CH2:18][CH2:19][CH2:20][CH3:21].[O:22]([c:23]1[cH:24][cH:25][cH:26][cH:27][cH:28]1)[c:29]1[cH:30][cH:31][cH:32][cH:33][cH:34]1.[OH:1][c:2]1[c:3]([C:14]([OH:15])=[O:16])[cH:4][n:5][c:6]2[cH:7][cH:8][c:9]([O:12][CH3:13])[cH:10][c:11]12>>[OH:1][c:2]1[cH:3][cH:4][n:5][c:6]2[cH:7][cH:8][c:9]([O:12][CH3:13])[cH:10][c:11]12. Starting materials: COC=1C(=C(C=CC1OC)CC(CC(=O)O)C)CCC (4-[3,4-Dimethoxy-2-n-propylphenyl]-3-methylbutanoicAcid), ester. The solvent is C(Cl)Cl (methylene chloride). Yields the product COC=1C(=C2CC(CC(C2=CC1OC)=O)C)CCC (3,4-Dihydro-6,7-dimethoxy-3-methyl-5-n-propyl-1(2H)-naphthalenone). The yield is 86.0%. RXN SMILES: [CH3:1][O:2][C:3]1[C:4]([CH2:18][CH2:19][CH3:20])=[C:5]([CH2:11][CH:12]([CH3:17])[CH2:13][C:14]([OH:16])=O)[CH:6]=[CH:7][C:8]=1[O:9][CH3:10]>C(Cl)Cl>[CH3:1][O:2][C:3]1[C:4]([CH2:18][CH2:19][CH3:20])=[C:5]2[C:6](=[CH:7][C:8]=1[O:9][CH3:10])[C:14](=[O:16])[CH2:13][CH:12]([CH3:17])[CH2:11]2. Procedure: Compound 15b (7.0 g, 25 mmol) was added to 35 g of polyphosphoric ester in 100 mL of methylene chloride and refluxed for 1 h. The reaction mixture was poured onto ice, stirred, and extracted with ether. The ether was evaporated, and the residual oil was chromatographed on silica gel using ethyl acetate/hexane to give 5.63 g (21.5 mmol, 86% yield) of 16b as white crystals: 1H NMR:(ppm) 7.49 (s, 1H), 3.89 (s, 3H), 3.87 (s, 3H), 3.00-2.23 (mult, 7H), 1.50 (mult, 2H), 1.15 (d, 3H), 1.01 (t, 3H). Ana... Reactants: CC([O-])=S, CN(C)C=O, [K+], CS(=O)(=O)OC1CC(=O)N(Cc2ccc(Oc3ccccc3)cc2)C1CO. Product: CC(=O)SC1CC(=O)N(Cc2ccc(Oc3ccccc3)cc2)C1CO. RXN SMILES: [C:28]([CH3:29])(=[S:30])[O-:31].[CH3:33][N:34]([CH3:35])[CH:36]=[O:37].[K+:32].[OH:1][CH2:2][CH:3]1[CH:4]([O:23][S:24]([CH3:25])(=[O:26])=[O:27])[CH2:5][C:6](=[O:22])[N:7]1[CH2:8][c:9]1[cH:10][cH:11][c:12]([O:15][c:16]2[cH:17][cH:18][cH:19][cH:20][cH:21]2)[cH:13][cH:14]1>>[OH:1][CH2:2][CH:3]1[CH:4]([S:30][C:28]([CH3:29])=[O:31])[CH2:5][C:6](=[O:22])[N:7]1[CH2:8][c:9]1[cH:10][cH:11][c:12]([O:15][c:16]2[cH:17][cH:18][cH:19][cH:20][cH:21]2)[cH:13][cH:14]1. The reactants are COC=1C=C(CC2(C(NCC2C2=CC(=C(C=C2)OC)OC)=O)C(=O)OCC)C=CC1OC (ethyl 3-(3,4-dimethoxybenzyl)-4-(3,4-dimethoxyphenyl)-2-oxo-3-pyrrolidinecarboxylate), P12(=S)SP3(=S)SP(=S)(S1)SP(=S)(S2)S3 (diphosphorus pentasulfide). Run in C1=CC=CC=C1 (benzene). Reaction conditions: time 1 hour. Yields the product COC=1C=C(CC2(C(NCC2C2=CC(=C(C=C2)OC)OC)=S)C(=O)OCC)C=CC1OC (ethyl 3-(3,4-dimethoxybenzyl)-4-(3,4-dimethoxyphenyl)-2-thioxo-3-pyrrolidinecarboxylate). The yield is 130.6%. Reaction SMILES: [CH3:1][O:2][C:3]1[CH:4]=[C:5]([CH:28]=[CH:29][C:30]=1[O:31][CH3:32])[CH2:6][C:7]1([C:23]([O:25][CH2:26][CH3:27])=[O:24])[CH:11]([C:12]2[CH:17]=[CH:16][C:15]([O:18][CH3:19])=[C:14]([O:20][CH3:21])[CH:13]=2)[CH2:10][NH:9][C:8]1=O.P12(SP3(SP(SP(S3)(S1)=S)(=S)S2)=S)=[S:34]>C1C=CC=CC=1>[CH3:1][O:2][C:3]1[CH:4]=[C:5]([CH:28]=[CH:29][C:30]=1[O:31][CH3:32])[CH2:6][C:7]1([C:23]([O:25][CH2:26][CH3:27])=[O:24])[CH:11]([C:12]2[CH:17]=[CH:16][C:15]([O:18][CH3:19])=[C:14]([O:20][CH3:21])[CH:13]=2)[CH2:10][NH:9][C:8]1=[S:34]. Procedure: A mixture of 6 g of ethyl 3-(3,4-dimethoxybenzyl)-4-(3,4-dimethoxyphenyl)-2-oxo-3-pyrrolidinecarboxylate, 4 g of diphosphorus pentasulfide and 120 ml of anhydrous benzene is refluxed with stirring for one hour. While it is hot, the insoluble matter is filtered off, and the filtrate is concentrated under reduced pressure. The residue is washed with water and recrystallized from ethanol to give 5.4 g of ethyl 3-(3,4-dimethoxybenzyl)-4-(3,4-dimethoxyphenyl)-2-thioxo-3-pyrrolidinecarboxylate as whit... Starting materials: O=C1NC(Cc2ccccc2)CO1, [Li]CCCC, CCCCCC, CC(C)c1ccc(OCC(=O)O)cc1, O=C(Cl)C(=O)Cl. RXN SMILES: [CH2:21]([c:22]1[cH:23][cH:24][cH:25][cH:26][cH:27]1)[CH:28]1[NH:29][C:30](=[O:33])[O:31][CH2:32]1.[CH2:34]([Li:35])[CH2:36][CH2:37][CH3:38].[CH3:39][CH2:40][CH2:41][CH2:42][CH2:43][CH3:44].[CH:1]([CH3:2])([CH3:3])[c:4]1[cH:5][cH:6][c:7]([O:8][CH2:9][C:10](=[O:11])[OH:12])[cH:13][cH:14]1.[Cl:15][C:16]([C:17]([Cl:18])=[O:19])=[O:20]>>[CH:1]([CH3:2])([CH3:3])[c:4]1[cH:5][cH:6][c:7]([O:8][CH2:9][C:10](=[O:12])[N:29]2[CH:28]([CH2:21][c:22]3[cH:23][cH:24][cH:25][cH:26][cH:27]3)[CH2:32][O:31][C:30]2=[O:33])[cH:13][cH:14]1. The product is CC(C)c1ccc(OCC(=O)N2C(=O)OCC2Cc2ccccc2)cc1. Reactants: CC1C(C(CCC1)C)O (2,6-dimethylcyclohexanol), OO (H2O2), [O-]S(=O)(=O)[O-].[Mg+2] (MgSO4). Yields the product CC1C(C(CCC1)C)=O (2,6-dimethyl-cyclohexanone). Yield: 89.0%. As a reaction SMILES: [CH3:1][CH:2]1[CH2:7][CH2:6][CH2:5][CH:4]([CH3:8])[CH:3]1[OH:9].OO.[O-]S([O-])(=O)=O.[Mg+2]>>[CH3:1][CH:2]1[CH2:7][CH2:6][CH2:5][CH:4]([CH3:8])[C:3]1=[O:9] |f:2.3|. Procedure: Example 3 was repeated, replacing (-)-menthol by 2,6-dimethylcyclohexanol (6.4 g; 50 mmol), using 5.1 cm3 (60 mmol) of 40% of H2O2, adding 4 g of anhydrous MgSO4 and reducing the reaction time to 30 minutes. 5.61 g (44.5 mmol) of 2,6-dimethyl-cyclohexanone were obtained (GLC purity>99%), which corresponds to a 89% yield. Starting materials: COc1ccc(-c2ccc(S(N)(=O)=O)cc2)cc1CNC1CCC(N(C)C(=O)OC(C)(C)C)CC1, O=C(Cl)c1sc2c(F)ccc(F)c2c1Cl. Product: COc1ccc(-c2ccc(S(N)(=O)=O)cc2)cc1CN(C(=O)c1sc2c(F)ccc(F)c2c1Cl)C1CCC(N(C)C(=O)OC(C)(C)C)CC1. Reaction SMILES: [CH3:1][O:2][c:3]1[c:4]([CH2:19][NH:20][CH:21]2[CH2:22][CH2:23][CH:24]([N:27]([C:28]([O:29][C:30]([CH3:31])([CH3:32])[CH3:33])=[O:34])[CH3:35])[CH2:25][CH2:26]2)[cH:5][c:6](-[c:9]2[cH:10][cH:11][c:12]([S:15]([NH2:16])(=[O:17])=[O:18])[cH:13][cH:14]2)[cH:7][cH:8]1.[Cl:36][c:37]1[c:38]2[c:39]([s:40][c:41]1[C:42](=[O:43])[Cl:44])[c:45]([F:50])[cH:46][cH:47][c:48]2[F:49]>>[CH3:1][O:2][c:3]1[c:4]([CH2:19][N:20]([CH:21]2[CH2:22][CH2:23][CH:24]([N:27]([C:28]([O:29][C:30]([CH3:31])([CH3:32])[CH3:33])=[O:34])[CH3:35])[CH2:25][CH2:26]2)[C:42]([c:41]2[c:37]([Cl:36])[c:38]3[c:39]([s:40]2)[c:45]([F:50])[cH:46][cH:47][c:48]3[F:49])=[O:43])[cH:5][c:6](-[c:9]2[cH:10][cH:11][c:12]([S:15]([NH2:16])(=[O:17])=[O:18])[cH:13][cH:14]2)[cH:7][cH:8]1.